This data is from the Open Reaction Database (ORD), a public repository of structured organic reaction records. The task is: describe an organic reaction: reactants, conditions, products, and yield Reactants: ClC1=C(C(=O)Cl)C(=CC(=C1)Cl)Cl (2,4,6-trichlorobenzoyl chloride), CN1CCN(CC1)CCOC1=CC=2N(C=C1)C(=CN2)C(=O)[O-].[Li+] (lithium 7-(2-(4-methylpiperazin-1-yl)ethoxy)imidazo[1,2-a]pyridine-3-carboxylate), C(C)C1=NN(C=2C=CC=C(C12)N)CC1=NC=C(C=C1)F (3-Ethyl-1-((5-fluoropyridin-2-yl)methyl)-1H-indazol-4-amine). Run in CN1CCCC1=O (NMP). Conditions: temperature 0 celsius. Product: C(C)C1=NN(C2=CC=CC(=C12)NC(=O)C1=CN=C2N1C=CC(=C2)OCCN2CCN(CC2)C)CC2=NC=C(C=C2)F (N-(3-ethyl-1-((5-fluoropyridin-2-yl)methyl)-1H-indazol-4-yl)-7-(2-(4-methylpiperazin-1-yl)ethoxy)imidazo[1,2-a]pyridine-3-carboxamide). Yield: 17.4%. RXN SMILES: [CH3:1][N:2]1[CH2:7][CH2:6][N:5]([CH2:8][CH2:9][O:10][C:11]2[CH:16]=[CH:15][N:14]3[C:17]([C:20]([O-])=[O:21])=[CH:18][N:19]=[C:13]3[CH:12]=2)[CH2:4][CH2:3]1.[Li+].ClC1C=C(Cl)C=C(Cl)C=1C(Cl)=O.[CH2:36]([C:38]1[C:46]2[C:45]([NH2:47])=[CH:44][CH:43]=[CH:42][C:41]=2[N:40]([CH2:48][C:49]2[CH:54]=[CH:53][C:52]([F:55])=[CH:51][N:50]=2)[N:39]=1)[CH3:37]>CN1C(=O)CCC1>[CH2:36]([C:38]1[C:46]2[C:41](=[CH:42][CH:43]=[CH:44][C:45]=2[NH:47][C:20]([C:17]2[N:14]3[CH:15]=[CH:16][C:11]([O:10][CH2:9][CH2:8][N:5]4[CH2:4][CH2:3][N:2]([CH3:1])[CH2:7][CH2:6]4)=[CH:12][C:13]3=[N:19][CH:18]=2)=[O:21])[N:40]([CH2:48][C:49]2[CH:54]=[CH:53][C:52]([F:55])=[CH:51][N:50]=2)[N:39]=1)[CH3:37] |f:0.1|. Reported procedure: To lithium 7-(2-(4-methylpiperazin-1-yl)ethoxy)imidazo[1,2-a]pyridine-3-carboxylate (0.108 g, 0.331 mmol) was added NMP (2 mL). The mixture was stirred with warming under nitrogen to form a solution. The solution was cooled to 0° C. and 2,4,6-trichlorobenzoyl chloride (0.0518 ml, 0.324 mmol) was added drop wise. The mixture was stirred for one hour at ambient temperature. 3-Ethyl-1-((5-fluoropyridin-2-yl)methyl)-1H-indazol-4-amine (0.064 g, 0.237 mmol) was then added and the reaction mixture hea... The reactants are CCN=C(NN)SC, I, NCc1ccccc1, O. Yields the product CCNC(=NCc1ccccc1)NN, I. RXN SMILES: [CH2:2]([CH3:3])[N:4]=[C:5]([NH:6][NH2:7])[S:8][CH3:9].[IH:1].[NH2:10][CH2:11][c:12]1[cH:13][cH:14][cH:15][cH:16][cH:17]1.[OH2:18]>>[CH2:2]([CH3:3])[NH:4][C:5]([NH:6][NH2:7])=[N:10][CH2:11][c:12]1[cH:13][cH:14][cH:15][cH:16][cH:17]1.[IH:1]. As a reaction SMILES: [C:1]([C@H:5]1[CH2:10][CH2:9][C@H:8]([O:11][C:12]2[CH:13]=[C:14]3[C:19](=[CH:20][CH:21]=2)[CH2:18][CH:17]([CH:22]=O)[CH2:16][CH2:15]3)[CH2:7][CH2:6]1)([CH3:4])([CH3:3])[CH3:2].[NH:24]1[CH2:29][CH2:28][CH:27]([C:30]([OH:32])=[O:31])[CH2:26][CH2:25]1.C(O)C.C([BH3-])#N.[Na+].C(O)(=O)CC(CC(O)=O)(C(O)=O)O>>[C:1]([C@H:5]1[CH2:6][CH2:7][C@H:8]([O:11][C:12]2[CH:13]=[C:14]3[C:19](=[CH:20][CH:21]=2)[CH2:18][CH:17]([CH2:22][N:24]2[CH2:29][CH2:28][CH:27]([C:30]([OH:32])=[O:31])[CH2:26][CH2:25]2)[CH2:16][CH2:15]3)[CH2:9][CH2:10]1)([CH3:4])([CH3:2])[CH3:3] |f:3.4|. Reported procedure: A solution of 6-(trans-4-tert-butyl-cyclohexyloxy)-1,2,3,4-tetrahydro-naphthalene-2-carbaldehyde (34.5 mg, 0.110 mmol) and piperidine-4-carboxylic acid (14.2 mg, 0.110 mmol) in ethanol (0.8 mL, 10 mmol) was heated to reflux for 2 h. The yellow solution was cooled to room temperature and sodium cyanoborohydride (8.27 mg, 0.132 mmol) was added and heated to reflux for 1 h. After cooled down to room temperature, citric acid was added and concentrated down. The solid was suspended in water and filte... The product is C(C)(C)(C)[C@@H]1CC[C@H](CC1)OC=1C=C2CCC(CC2=CC1)CN1CCC(CC1)C(=O)O (1-((6-((trans-4-(tert-Butyl)cyclohexyl)oxy)-1,2,3,4-tetrahydronaphthalen-2-yl)methyl)piperidine-4-carboxylic acid). Starting materials: C(C)(C)(C)[C@@H]1CC[C@H](CC1)OC=1C=C2CCC(CC2=CC1)C=O (6-(trans-4-tert-butyl-cyclohexyloxy)-1,2,3,4-tetrahydro-naphthalene-2-carbaldehyde), N1CCC(CC1)C(=O)O (piperidine-4-carboxylic acid), C(C)O (ethanol), C(#N)[BH3-].[Na+] (sodium cyanoborohydride), C(CC(O)(C(=O)O)CC(=O)O)(=O)O (citric acid). The reactants are N(C(=N)N)C=1SC=C(N1)CO (2-guanidino-4-hydroxymethylthiazole), CS(=O)(=O)Cl (methanesulfonyl chloride), resultant mixture. Run in N1=CC=CC=C1 (pyridine). Product: N(C(=N)N)C=1SC=C(N1)COS(=O)(=O)C (2-guanidino-4-(methanesulfonyloxymethyl)thiazole). Yield: 96.0%. As a reaction SMILES: [NH:1]([C:5]1[S:6][CH:7]=[C:8]([CH2:10][OH:11])[N:9]=1)[C:2]([NH2:4])=[NH:3].[CH3:12][S:13](Cl)(=[O:15])=[O:14]>N1C=CC=CC=1>[NH:1]([C:5]1[S:6][CH:7]=[C:8]([CH2:10][O:11][S:13]([CH3:12])(=[O:15])=[O:14])[N:9]=1)[C:2]([NH2:4])=[NH:3]. Procedure details: To a solution of 2-guanidino-4-hydroxymethylthiazole (0.86 g) in pyridine (6 ml) is gradually added methanesulfonyl chloride (0.6 g) under ice cooling, and the resultant mixture is stirred at room temperature for 2 hours. The reaction mixture is concentrated in vacuum, and the residual oil is chromatographed on a column of silica gel, which is eluted with methanol. The eluate is concentrated in vacuum to give 2-guanidino-4-(methanesulfonyloxymethyl)thiazole (1.2 g) as an oil. The yield is 96%. Reactants: NCC1=CC=C(C(=O)O)C=C1 (4-(aminomethyl)benzoic acid), [OH-].[Na+] (sodium hydroxide), C(C)(=O)OC(C)=O (acetic anhydride), Cl (hydrochloric acid). The solvent is C(C)(=O)OCC (ethyl acetate). Reaction conditions: time 1 hour. The product is C(C)(=O)NCC1=CC=C(C(=O)O)C=C1 (4-Acetamidomethylbenzoic Acid). As a reaction SMILES: [NH2:1][CH2:2][C:3]1[CH:11]=[CH:10][C:6]([C:7]([OH:9])=[O:8])=[CH:5][CH:4]=1.[OH-].[Na+].[C:14](OC(=O)C)(=[O:16])[CH3:15].Cl>C(OCC)(=O)C>[C:14]([NH:1][CH2:2][C:3]1[CH:4]=[CH:5][C:6]([C:7]([OH:9])=[O:8])=[CH:10][CH:11]=1)(=[O:16])[CH3:15] |f:1.2|. Procedure: To a solution of 4-(aminomethyl)benzoic acid (20.46 g) in ethyl acetate (100 ml) was added an aqueous solution (100 ml) of sodium hydroxide (12 g) and acetic anhydride (14 ml) was further added at 5-7° C. The reaction mixture was stirred at room temperature for 1 hr. The reaction mixture was made acidic with 10% hydrochloric acid and extracted with ethyl acetate:ethanol (10:1). The extract was washed with saturated brine and dried over anhydrous sodium sulfate. The solvent was evaporated to give... The reactants are C(C)(C)(C)OC(=O)NC(C#N)C1(CC1)C(=O)OCC (1-(1-t-butoxycarbonylamino-1-cyanomethyl)-1-ethoxycarbonyl-cyclopropane), N (ammonia), [H][H] (hydrogen). Reagents/catalysts: [Ni] (Raney nickel). The product is C(C)(C)(C)OC(=O)NC1CNC(C12CC2)=O (7-t-Butoxycarbonylamino-4-oxo-5-azaspiro[2.4]heptane). Isolated yield 91.1%. Reaction SMILES: [C:1]([O:5][C:6]([NH:8][CH:9]([C:12]1([C:15]([O:17]CC)=O)[CH2:14][CH2:13]1)[C:10]#[N:11])=[O:7])([CH3:4])([CH3:3])[CH3:2].N.[H][H]>[Ni]>[C:1]([O:5][C:6]([NH:8][CH:9]1[C:12]2([CH2:14][CH2:13]2)[C:15](=[O:17])[NH:11][CH2:10]1)=[O:7])([CH3:4])([CH3:3])[CH3:2]. Reported procedure: An autoclave was charged with 112 mg of 1-(1-t-butoxycarbonylamino-1-cyanomethyl)-1-ethoxycarbonyl-cyclopropane, 0.5 ml of Raney nickel and 3.0 ml of ammonia-saturated ethanol, and the contents were stirred at 80° C. for 2 hours in an atmosphere of hydrogen under a pressure of 65 kg/cm2. After completion of the reaction, the catalyst was removed by filtration and the resulting filtrate was concentrated under a reduced pressure to obtain 86 mg (91%) of the title compound in the form of colorless ... The reactants are [H-].[H-].[H-].[H-].[Li+].[Al+3] (LAH), CN1C(=NC=C1CCC(=O)OCC)CC (ethyl 3-(1-methyl-2-ethylimidazol-5-yl)propionate), [C@@H]([C@H](C(=O)[O-])O)(C(=O)[O-])O.[Na+].[K+] (Rochelle salt). Run in C1CCOC1 (THF), C1CCOC1 (THF). Conditions: temperature 0 celsius, time 15 minute. Product: OCCCC1=CN=C(N1C)CC (5-(3-hydroxypropyl)-1-methyl-2-ethylimidazole). The yield is 90.5%. Reaction SMILES: [CH3:1][N:2]1[C:6]([CH2:7][CH2:8][C:9](OCC)=[O:10])=[CH:5][N:4]=[C:3]1[CH2:14][CH3:15].[H-].[H-].[H-].[H-].[Li+].[Al+3].[C@H](O)(C([O-])=O)[C@@H](O)C([O-])=O.[Na+].[K+]>C1COCC1>[OH:10][CH2:9][CH2:8][CH2:7][C:6]1[N:2]([CH3:1])[C:3]([CH2:14][CH3:15])=[N:4][CH:5]=1 |f:1.2.3.4.5.6,7.8.9|. Procedure: To a cooled (0° C.) solution of ethyl 3-(1-methyl-2-ethylimidazol-5-yl)propionate (1.75 g, 8.33 mmol) in 30 ml of THF was added 4.6 ml (4.6 mmol) of 1M LAH solution in THF at 0° C. After stirring at 0° C. for 15 min, the mixture was allowed to warm and stirred at 20° C. for 0.7 h. Rochelle salt solution (equiv) was added and the mixture was stirred for 20 min. The aqueous mixture was extracted with methylene chloride and filtered. The organic layer was dried over sodium sulfate and concentrated ... Reactants: FC(C(=CF)C(C(CC)(F)F)(F)F)(F)F (2-trifluoromethyl-1,3,3,4,4-pentafluoro-1-hexene), F (hydrogen fluoride). Product: FC(C(C(F)F)C(C(CC)(F)F)(F)F)(F)F (2-trifluoromethyl-1,1,3,3,4,4-hexafluorohexane). RXN SMILES: [F:1][C:2]([F:15])([F:14])[C:3]([C:6]([F:13])([F:12])[C:7]([F:11])([F:10])[CH2:8][CH3:9])=[CH:4][F:5].[FH:16]>>[F:1][C:2]([F:14])([F:15])[CH:3]([C:6]([F:12])([F:13])[C:7]([F:11])([F:10])[CH2:8][CH3:9])[CH:4]([F:16])[F:5]. Reported procedure: As another example, 2-trifluoromethyl-1,1,1,3,3,4,4-heptafluorohexane may be prepared by fluorinating commercially available 3,4-hexanedione to form 3,3,4,4-tetrafluorohexane which may then be dehydrogenated to form 3,3,4,4-tetrafluoro-1-hexene. CF3 may then be added to the 3,3,4,4-tetrafluoro-1-hexene to form 2-trifluoromethyl-1,3,3,4,4-pentafluorohexane which may then be dehydrogenated to form 2-trifluoromethyl-1,3,3,4,4-pentafluoro-1-hexene. The 2-trifluoromethyl-1,3,3,4,4-pentafluoro-1-hexen... Reactants: CNC(=O)C(NC(=O)C(CC(=O)OCc1ccccc1)c1ccn(-c2ccc(-c3ccc(C#N)cc3)cc2)c1)C(C)(C)C, CCO, CCOC(C)=O. Yields the product CNC(=O)C(NC(=O)C(CC(=O)O)c1ccn(-c2ccc(-c3ccc(C#N)cc3)cc2)c1)C(C)(C)C. RXN SMILES: [CH2:1]([c:2]1[cH:3][cH:4][cH:5][cH:6][cH:7]1)[O:8][C:9]([CH2:10][CH:11]([C:12](=[O:13])[NH:14][CH:15]([C:16]([CH3:17])([CH3:18])[CH3:19])[C:20]([NH:21][CH3:22])=[O:23])[c:24]1[cH:25][n:26](-[c:29]2[cH:30][cH:31][c:32](-[c:35]3[cH:36][cH:37][c:38]([C:41]#[N:42])[cH:39][cH:40]3)[cH:33][cH:34]2)[cH:27][cH:28]1)=[O:43].[CH3:44][CH2:45][OH:46].[CH3:47][CH2:48][O:49][C:50]([CH3:51])=[O:52]>>[O:8]=[C:9]([CH2:10][CH:11]([C:12](=[O:13])[NH:14][CH:15]([C:16]([CH3:17])([CH3:18])[CH3:19])[C:20]([NH:21][CH3:22])=[O:23])[c:24]1[cH:25][n:26](-[c:29]2[cH:30][cH:31][c:32](-[c:35]3[cH:36][cH:37][c:38]([C:41]#[N:42])[cH:39][cH:40]3)[cH:33][cH:34]2)[cH:27][cH:28]1)[OH:43]. RXN SMILES: [Cl-].[Al+3].[Cl-].[Cl-].[Cl:5][CH2:6][C:7](Cl)=[O:8].[CH3:10][N:11]1[C:19]2[CH:18]=[CH:17][CH:16]=[CH:15][C:14]=2[C:13]2[CH2:20][CH2:21][C:22](=[O:23])[C:12]1=2>C(Cl)Cl>[Cl:5][CH2:6][C:7]([C:16]1[CH:17]=[CH:18][C:19]2[N:11]([CH3:10])[C:12]3[C:22](=[O:23])[CH2:21][CH2:20][C:13]=3[C:14]=2[CH:15]=1)=[O:8] |f:0.1.2.3|. Reactants: [Cl-].[Al+3].[Cl-].[Cl-] (Aluminum chloride), CN1C2=C(C=3C=CC=CC13)CCC2=O (1,4-dihydro-4-methylcyclopent[b]indol-3(2H)-one), ClCC(=O)Cl (chloroacetyl chloride), [Cl-].[Al+3].[Cl-].[Cl-] (aluminum chloride), ClCC(=O)Cl (chloroacetyl chloride), ice water. Procedure: Aluminum chloride (8.5g) was suspended in CH2Cl2 (20 ml) at 0° C., chloroacetyl chloride (7.2 g) was slowly added and the mixture was stirred for 5 minutes. This mixture was added dropwise to a stirred solution of 1,4-dihydro-4-methylcyclopent[b]indol-3(2H)-one (6.0 g) in 100 ml CH2Cl2 at 0° C. The mixture was stirred at 0° C. for 45 minutes and thereafter an additional equivalent of preformed solution of aluminum chloride and chloroacetyl chloride in methylene chloride was introduced in a dropw... Run at time 5 minute. Product: ClCC(=O)C1=CC=2C3=C(N(C2C=C1)C)C(CC3)=O (7-chloroacetyl-1,4-dihydro-4-methylcyclopent[b]indol-3(2H)-one). Solvent: C(Cl)Cl (CH2Cl2), C(Cl)Cl (CH2Cl2), C(Cl)Cl (methylene chloride). Yield: 53.1%.